This data is from the Open Reaction Database (ORD), a public repository of structured organic reaction records. The task is: describe an organic reaction: reactants, conditions, products, and yield Starting materials: [H-].[Na+] (sodium hydride), ClC1=C(NS(=O)(=O)C2=CC=C(C=C2)C)C=CC(=C1)Cl (2′,4′-dichloro-p-toluenesulfonanilide), O (water), S(=O)(=O)(OC)OC (dimethyl sulfate). Run in CN(C)C=O (DMF). Product: ClC1=C(N(S(=O)(=O)C2=CC=C(C=C2)C)C)C=CC(=C1)Cl (2′,4′-Dichloro-N-methyl-p-toluenesulfonanilide). The yield is 72.8%. Reaction SMILES: [H-].[Na+].[Cl:3][C:4]1[CH:20]=[C:19]([Cl:21])[CH:18]=[CH:17][C:5]=1[NH:6][S:7]([C:10]1[CH:15]=[CH:14][C:13]([CH3:16])=[CH:12][CH:11]=1)(=[O:9])=[O:8].S(OC)(O[CH3:26])(=O)=O.O>CN(C=O)C>[Cl:3][C:4]1[CH:20]=[C:19]([Cl:21])[CH:18]=[CH:17][C:5]=1[N:6]([CH3:26])[S:7]([C:10]1[CH:11]=[CH:12][C:13]([CH3:16])=[CH:14][CH:15]=1)(=[O:8])=[O:9] |f:0.1|. Reported procedure: To a suspension of sodium hydride (60%, 0.07 g (1.75 mmol)) in DMF (2.0 ml), 2′,4′-dichloro-p-toluenesulfonanilide (0.50 g (1.58 mmol)) was added with stirring at room temperature. To the resulting mixture, after 15 minutes' stirring at room temperature, dimethyl sulfate (0.17 ml (1.80 mmol)) was added dropwise. After 15 hours' stirring at room temperature, the reaction mixture was poured into water and extracted with ethyl acetate. The extract was washed with water and saturated sodium chloride... Reactants: N1CCOCC1 (morpholine), C(=O)([O-])[O-].[Na+].[Na+] (Na2CO3), ClC1=NC(=NC(=C1C)N[C@H]1COCC1)C=1C=C(C=CC1)O ((R)-3-(4-chloro-5-methyl-6-(tetrahydrofuran-3-ylamino)pyrimidin-2-yl)phenol). Run in CCO (EtOH). Product: CC=1C(=NC(=NC1N[C@H]1COCC1)C=1C=C(C=CC1)O)N1CCOCC1 ((R)-3-(5-methyl-4-morpholino-6-(tetrahydrofuran-3-ylamino)pyrimidin-2-yl)phenol). Isolated yield 12.9%. RXN SMILES: Cl[C:2]1[C:7]([CH3:8])=[C:6]([NH:9][C@@H:10]2[CH2:14][CH2:13][O:12][CH2:11]2)[N:5]=[C:4]([C:15]2[CH:16]=[C:17]([OH:21])[CH:18]=[CH:19][CH:20]=2)[N:3]=1.[NH:22]1[CH2:27][CH2:26][O:25][CH2:24][CH2:23]1.C([O-])([O-])=O.[Na+].[Na+]>CCO>[CH3:8][C:7]1[C:2]([N:22]2[CH2:27][CH2:26][O:25][CH2:24][CH2:23]2)=[N:3][C:4]([C:15]2[CH:16]=[C:17]([OH:21])[CH:18]=[CH:19][CH:20]=2)=[N:5][C:6]=1[NH:9][C@@H:10]1[CH2:14][CH2:13][O:12][CH2:11]1 |f:2.3.4|. Reported procedure: A mixture of (R)-3-(4-chloro-5-methyl-6-(tetrahydrofuran-3-ylamino)pyrimidin-2-yl)phenol (800 mg, 2.6 mmol); neat morpholine (274 mg, 3.1 mmol) and Na2CO3 (556 mg, 5.2 mmol) in EtOH (12 mL) was stirred at 80° C. in a sealed vial for 14 h. The mixture was filtered and the filtrate was concentrated. The residue was purified by chromatographic column on silica gel (EtOAc/petroleum ether, gradient elution, from 1/2 to 2/1) to give the (R)-3-(5-methyl-4-morpholino-6-(tetrahydrofuran-3-ylamino)pyrimid... The reactants are CC1=C(C(=O)NC(C)(C)C)C(c2ccccc2Cl)C(C(=O)OCc2ccccc2)=C(COCCn2c(C)nc3ccccc32)N1, CCO. Product: CC1=C(C(=O)NC(C)(C)C)C(c2ccccc2Cl)C(C(=O)O)=C(COCCn2c(C)nc3ccccc32)N1. Reaction SMILES: [CH2:1]([c:2]1[cH:3][cH:4][cH:5][cH:6][cH:7]1)[O:8][C:9](=[O:10])[C:11]1=[C:12]([CH2:32][O:33][CH2:34][CH2:35][n:36]2[c:37]([CH3:45])[n:38][c:39]3[c:40]2[cH:41][cH:42][cH:43][cH:44]3)[NH:13][C:14]([CH3:31])=[C:15]([C:24]([NH:25][C:26]([CH3:27])([CH3:28])[CH3:29])=[O:30])[CH:16]1[c:17]1[c:18]([Cl:23])[cH:19][cH:20][cH:21][cH:22]1.[CH3:46][CH2:47][OH:48]>>[O:8]=[C:9]([OH:10])[C:11]1=[C:12]([CH2:32][O:33][CH2:34][CH2:35][n:36]2[c:37]([CH3:45])[n:38][c:39]3[c:40]2[cH:41][cH:42][cH:43][cH:44]3)[NH:13][C:14]([CH3:31])=[C:15]([C:24]([NH:25][C:26]([CH3:27])([CH3:28])[CH3:29])=[O:30])[CH:16]1[c:17]1[c:18]([Cl:23])[cH:19][cH:20][cH:21][cH:22]1. Starting materials: ClC=1C=C2C(=CC1)N(CC21CN(CC1)C(=O)OC(C)(C)C)C=1C2=C(N=CN1)[C@@H](C[C@H]2C)OC(C2=CC=C(C=C2)[N+](=O)[O-])=O (tert-butyl 5-chloro-1-((5R,7R)-5-methyl-7-(4-nitrobenzoyloxy)-6,7-dihydro-5H-cyclopenta[d]pyrimidin-4-yl)spiro[indoline-3,3′-pyrrolidine]-1′-carboxylate), C(=O)OC(C)(C)C (H−Boc). Product: ClC=1C=C2C(=CC1)N(CC21CN(CC1)C(=O)OC(C)(C)C)C=1C2=C(N=CN1)[C@@H](C[C@H]2C)O (tert-butyl 5-chloro-1-((5R,7R)-7-hydroxy-5-methyl-6,7-dihydro-5H-cyclopenta[d]pyrimidin-4-yl)spiro[indoline-3,3′-pyrrolidine]-1′-carboxylate). RXN SMILES: [Cl:1][C:2]1[CH:3]=[C:4]2[C:10]3([CH2:14][CH2:13][N:12]([C:15]([O:17][C:18]([CH3:21])([CH3:20])[CH3:19])=[O:16])[CH2:11]3)[CH2:9][N:8]([C:22]3[C:23]4[C@H:30]([CH3:31])[CH2:29][C@@H:28]([O:32]C(=O)C5C=CC([N+]([O-])=O)=CC=5)[C:24]=4[N:25]=[CH:26][N:27]=3)[C:5]2=[CH:6][CH:7]=1.C(OC(C)(C)C)=O>>[Cl:1][C:2]1[CH:3]=[C:4]2[C:10]3([CH2:14][CH2:13][N:12]([C:15]([O:17][C:18]([CH3:21])([CH3:19])[CH3:20])=[O:16])[CH2:11]3)[CH2:9][N:8]([C:22]3[C:23]4[C@H:30]([CH3:31])[CH2:29][C@@H:28]([OH:32])[C:24]=4[N:25]=[CH:26][N:27]=3)[C:5]2=[CH:6][CH:7]=1. Procedure details: tert-butyl 5-chloro-1-((5R,7R)-7-hydroxy-5-methyl-6,7-dihydro-5H-cyclopenta[d]pyrimidin-4-yl)spiro[indoline-3,3′-pyrrolidine]-1′-carboxylate was prepared by the procedures described in Example 3, Step 12, substituting tert-butyl 5-chloro-1-((5R,7R)-5-methyl-7-(4-nitrobenzoyloxy)-6,7-dihydro-5H-cyclopenta[d]pyrimidin-4-yl)spiro[indoline-3,4′-piperidine]-1′-carboxylate with tert-butyl 5-chloro-1-((5R,7R)-5-methyl-7-(4-nitrobenzoyloxy)-6,7-dihydro-5H-cyclopenta[d]pyrimidin-4-yl)spiro[indoline-3,3′-...